Dataset: the Open Reaction Database (ORD), a public repository of structured organic reaction records. Task: describe an organic reaction: reactants, conditions, products, and yield Starting materials: O=C([O-])O, CCOC(C)=O, ClCCl, O=C(O)C(F)(F)F, Cc1ccc(C(=O)N2CCOC3(CCN(Cc4ccc(F)c(CCO)c4F)CC3)C2)s1, [Na+], [Na+], [Na+], O=S([O-])([O-])=S. As a reaction SMILES: [C:46](=[O:47])([OH:48])[O-:49].[CH3:54][CH2:55][O:56][C:57](=[O:58])[CH3:59].[Cl:51][CH2:52][Cl:53].[F:1][C:2]([F:3])([F:4])[C:5]([OH:6])=[O:7].[F:8][c:9]1[c:10]([CH2:11][N:12]2[CH2:13][CH2:14][C:15]3([CH2:16][N:17]([C:21](=[O:22])[c:23]4[s:24][c:25]([CH3:28])[cH:26][cH:27]4)[CH2:18][CH2:19][O:20]3)[CH2:29][CH2:30]2)[cH:31][cH:32][c:33]([F:38])[c:34]1[CH2:35][CH2:36][OH:37].[Na+:44].[Na+:45].[Na+:50].[S:39]([O-:40])([O-:41])(=[O:42])=[S:43]>>[F:8][c:9]1[c:10]([CH2:11][N:12]2[CH2:13][CH2:14][C:15]3([CH2:16][N:17]([C:21](=[O:22])[c:23]4[s:24][c:25]([CH3:28])[cH:26][cH:27]4)[CH2:18][CH2:19][O:20]3)[CH2:29][CH2:30]2)[cH:31][cH:32][c:33]([F:38])[c:34]1[CH2:35][CH:36]=[O:37]. The product is Cc1ccc(C(=O)N2CCOC3(CCN(Cc4ccc(F)c(CC=O)c4F)CC3)C2)s1. Product: CC1=CC=C(C=C2C(NC(S2)=S)=O)O1 ((5-methylfurfurylidene)rhodanine). RXN SMILES: [CH3:1][C:2]1[O:6][C:5]([CH:7]=O)=[CH:4][CH:3]=1.[S:9]1[CH2:15][C:13](=[O:14])[NH:12][C:10]1=[S:11].C([O-])(=O)C.[Na+].O>C(O)(=O)C>[CH3:1][C:2]1[O:6][C:5]([CH:7]=[C:15]2[S:9][C:10](=[S:11])[NH:12][C:13]2=[O:14])=[CH:4][CH:3]=1 |f:2.3|. Yield: 89.1%. Solvent: C(C)(=O)O (acetic acid). The reactants are O (water), CC1=CC=C(O1)C=O (5-methylfuran-2-carboxaldehyde), S1C(=S)NC(=O)C1 (rhodanine), C(C)(=O)[O-].[Na+] (sodium acetate). Reported procedure: A mixture of 5.51 g (50.0 mmol) of 5-methylfuran-2-carboxaldehyde (purchased from Wako Junyaku Kogyo), 6.66 g (50.0 mmol) of rhodanine (purchased from Tokyo Kasei) 12.3 g (150 mmol) of anhydrous sodium acetate (purchased from Kokusan Kagaku) in 35 ml of acetic acid (purchased from Wako Junyaku Kogyo) was refluxed for 30 minutes, cooled and added to 500 ml of water, and the precipitate was collected, washed with water, ethanol and ether in order and dried to give 10.04 g (yield: 89.1%) of of (5-m... The reactants are Cl, CN(C(=O)N(C)C1CNCC1c1ccc(F)cc1F)c1cc(C(F)(F)F)cc(C(F)(F)F)c1, O=C(O)C1CCOCC1. Yields the product CN(C(=O)N(C)C1CN(C(=O)C2CCOCC2)CC1c1ccc(F)cc1F)c1cc(C(F)(F)F)cc(C(F)(F)F)c1. As a reaction SMILES: [ClH:1].[F:2][C:3]([c:4]1[cH:5][c:6]([N:14]([C:15](=[O:16])[N:17]([CH3:18])[CH:19]2[CH2:20][NH:21][CH2:22][CH:23]2[c:24]2[c:25]([F:31])[cH:26][c:27]([F:30])[cH:28][cH:29]2)[CH3:32])[cH:7][c:8]([C:10]([F:11])([F:12])[F:13])[cH:9]1)([F:33])[F:34].[O:35]1[CH2:36][CH2:37][CH:38]([C:41](=[O:42])[OH:43])[CH2:39][CH2:40]1>>[F:2][C:3]([c:4]1[cH:5][c:6]([N:14]([C:15](=[O:16])[N:17]([CH3:18])[CH:19]2[CH2:20][N:21]([C:41]([CH:38]3[CH2:37][CH2:36][O:35][CH2:40][CH2:39]3)=[O:42])[CH2:22][CH:23]2[c:24]2[c:25]([F:31])[cH:26][c:27]([F:30])[cH:28][cH:29]2)[CH3:32])[cH:7][c:8]([C:10]([F:11])([F:12])[F:13])[cH:9]1)([F:33])[F:34]. Reactants: CC(C)Oc1cc(-n2c(Cl)nc(C(F)(F)F)cc2=O)c(F)cc1Br, CO. The product is COc1nc(C(F)(F)F)cc(=O)n1-c1cc(OC(C)C)c(Br)cc1F. As a reaction SMILES: [Br:1][c:2]1[cH:3][c:4]([F:24])[c:5](-[n:12]2[c:13]([Cl:23])[n:14][c:15]([C:19]([F:20])([F:21])[F:22])[cH:16][c:17]2=[O:18])[cH:6][c:7]1[O:8][CH:9]([CH3:10])[CH3:11].[CH3:25][OH:26]>>[Br:1][c:2]1[cH:3][c:4]([F:24])[c:5](-[n:12]2[c:13]([O:26][CH3:25])[n:14][c:15]([C:19]([F:20])([F:21])[F:22])[cH:16][c:17]2=[O:18])[cH:6][c:7]1[O:8][CH:9]([CH3:10])[CH3:11]. The reactants are C(=O)(O)C=1N(C=CC1)C1=C(C(=C(C=C1)Cl)COC=1C=CC=C2C(=CC(=NC12)C)N1N=CC=C1)Cl (2-carboxy-1-[2,4-dichloro-3-[2-methyl-4-(pyrazol-1-yl)quinolin-8-yloxymethyl]phenyl]pyrrole), Cl.C(C)N=C=NCCCN(C)C (1-ethyl-3-(3-dimethylaminopropyl)carbodiimide hydrochloride), ON1N=NC2=C1C=CC=C2 (1-hydroxybenzotriazole), N (ammonia). Solvent: CN(C=O)C (N,N-dimethylformamide), O (water). Reaction conditions: time 1.5 hour. Yields the product C(N)(=O)C=1N(C=CC1)C1=C(C(=C(C=C1)Cl)COC=1C=CC=C2C(=CC(=NC12)C)N1N=CC=C1)Cl (2-carbamoyl-1-[2,4-dichloro-3-[2-methyl-4-(pyrazol-1-yl)quinolin-8-yloxymethyl]phenyl]pyrrole). Yield: 38.8%. Reaction SMILES: [C:1]([C:4]1[N:5]([C:9]2[CH:14]=[CH:13][C:12]([Cl:15])=[C:11]([CH2:16][O:17][C:18]3[CH:19]=[CH:20][CH:21]=[C:22]4[C:27]=3[N:26]=[C:25]([CH3:28])[CH:24]=[C:23]4[N:29]3[CH:33]=[CH:32][CH:31]=[N:30]3)[C:10]=2[Cl:34])[CH:6]=[CH:7][CH:8]=1)(O)=[O:2].Cl.C([N:38]=C=NCCCN(C)C)C.ON1C2C=CC=CC=2N=N1.N>CN(C)C=O.O>[C:1]([C:4]1[N:5]([C:9]2[CH:14]=[CH:13][C:12]([Cl:15])=[C:11]([CH2:16][O:17][C:18]3[CH:19]=[CH:20][CH:21]=[C:22]4[C:27]=3[N:26]=[C:25]([CH3:28])[CH:24]=[C:23]4[N:29]3[CH:33]=[CH:32][CH:31]=[N:30]3)[C:10]=2[Cl:34])[CH:6]=[CH:7][CH:8]=1)(=[O:2])[NH2:38] |f:1.2|. Reported procedure: To a solution of 2-carboxy-1-[2,4-dichloro-3-[2-methyl-4-(pyrazol-1-yl)quinolin-8-yloxymethyl]phenyl]pyrrole (80 mg) in N,N-dimethylformamide (2 ml) were added 1-ethyl-3-(3-dimethylaminopropyl)carbodiimide hydrochloride (37.3 mg) and 1-hydroxybenzotriazole (30.7 mg) at ambient temperature, and the mixture was stirred for 1.5 hours at the same temperature. To the mixture was added conc. ammonia solution (12 mg) at ambient temperature, and the mixture was stirred for 2 days at the same temperature... The reactants are CS(=O)(=O)OCCC1=COC=C1 (2-(3-furyl)ethyl methanesulfonate), C1(C=2C(C(N1)=O)=CC=CC2)=O.[K] (potassium phthalimide), O (water). Solvent: CN(C=O)C (N,N-dimethylformamide). Run at temperature 100 celsius, time 8 hour. Product: O1C=C(C=C1)CCN1C(C=2C(C1=O)=CC=CC2)=O (N-[2-(3-furyl)ethyl]phthalimide). RXN SMILES: CS(O[CH2:6][CH2:7][C:8]1[CH:12]=[CH:11][O:10][CH:9]=1)(=O)=O.[C:13]1(=[O:23])[NH:17][C:16](=[O:18])[C:15]2=[CH:19][CH:20]=[CH:21][CH:22]=[C:14]12.[K].O>CN(C)C=O>[O:10]1[CH:11]=[CH:12][C:8]([CH2:7][CH2:6][N:17]2[C:16](=[O:18])[C:15]3=[CH:19][CH:20]=[CH:21][CH:22]=[C:14]3[C:13]2=[O:23])=[CH:9]1 |f:1.2,^1:23|. Reported procedure: To a solution of the 2-(3-furyl)ethyl methanesulfonate in 500 ml of N,N-dimethylformamide, 14.2 g (76.8 mmol) of potassium phthalimide was added, followed by overnight stirring at 100° C. After cooling to room temperature, the reaction mixture was added to water while being stirred vigorously. The resulting precipitate was filtered, washed with water and dried to yield N-[2-(3-furyl)ethyl]phthalimide. Starting materials: ClC=1C(=C2N=C(C(=NC2=CC1Cl)OC)OC)CN1N=CN=C1 (6,7-Dichloro-2,3-dimethoxy-5-(1,2,4-triazol-1-ylmethyl)-quinoxaline). Solvent: Cl (hydrochloric acid), O1CCOCC1 (dioxane). Yields the product ClC=1C(=C2NC(C(NC2=CC1Cl)=O)=O)CN1N=CN=C1 (1,4-dihydro-6,7dichloro-5-(1,2,4-triazol-1-ylmethyl)-quinoxalin-2,3-dione). Isolated yield 66.3%. As a reaction SMILES: [Cl:1][C:2]1[C:3]([CH2:17][N:18]2[CH:22]=[N:21][CH:20]=[N:19]2)=[C:4]2[C:9](=[CH:10][C:11]=1[Cl:12])[N:8]=[C:7]([O:13]C)[C:6]([O:15]C)=[N:5]2>Cl.O1CCOCC1>[Cl:1][C:2]1[C:3]([CH2:17][N:18]2[CH:22]=[N:21][CH:20]=[N:19]2)=[C:4]2[C:9](=[CH:10][C:11]=1[Cl:12])[NH:8][C:7](=[O:13])[C:6](=[O:15])[NH:5]2. Procedure: 6,7-Dichloro-2,3-dimethoxy-5-(1,2,4-triazol-1-ylmethyl)-quinoxaline (99 mg, 0.29 mmol) was heated in a mixture of 2M hydrochloric acid (2 mL) and dioxane (2 mL) at reflux for 3 hours. The solvent was removed under reduced pressure and the solid residue was suspended in water and filtered to give 1,4-dihydro-6,7dichloro-5-(1,2,4-triazol-1-ylmethyl)-quinoxalin-2,3-dione (60 mg, 62%) as a white solid, mp>320° C. Found: C, 39.47; H 2.49; N, 20.54. C11H7Cl2N5O2.1.25.H2O requires C, 39.48; H 2.86; N, ... Starting materials: S(O)(O)(=O)=O (sulphuric acid), C(C)C1(C(NC(N1)=O)=O)CC (5,5-diethylhydantoin), [Cl-].[Li+] (lithium chloride), C1C(C)O1 (propene oxide), 21. The solvent is CN(C=O)C (dimethylformamide). Conditions: time 5 hour. Yields the product OC(CN1C(=O)N(C(=O)C1(CC)CC)CC(C)O)C (1,3-Di-(β-hydroxy-n-propyl)-5,5-diethylhydantoin). Reaction SMILES: [CH2:1]([C:3]1([CH2:10][CH3:11])[NH:7][C:6](=[O:8])[NH:5][C:4]1=[O:9])[CH3:2].[Cl-].[Li+].[CH2:14]1[O:17][CH:15]1[CH3:16].S(=O)(=O)(O)O>CN(C)C=O>[OH:17][CH:15]([CH3:14])[CH2:16][N:7]1[C:3]([CH2:1][CH3:2])([CH2:10][CH3:11])[C:4](=[O:9])[N:5]([CH2:14][CH:15]([OH:17])[CH3:16])[C:6]1=[O:8] |f:1.2|. Reported procedure: A solution of 125.0 g of 5,5-diethylhydantoin (0.8 mol), 300.0 g of dimethylformamide and 2.00 g of lithium chloride is stirred at 52° C. 128.0 g of propene oxide (2.2 mols) are added dropwise over the course of 21/2 hours. Stirring is then continued for 5 hours at 85°-90° C. The reaction mixture is adjusted to pH=7 with 2-3 drops of 25% strength sulphuric acid, and is filtered. The clear solution is concentrated on a rotational evaporator at 80° C. bath temperature, under a waterpump vacuum, an...